From a dataset of the Open Reaction Database (ORD), a public repository of structured organic reaction records. describe an organic reaction: reactants, conditions, products, and yield The reactants are NC1=C(N(C2=CC(=CC=C12)Cl)C(=O)OCC)C(C1=CC(=CC=C1)OC)=O (3-Amino-6-chloro-1-ethoxycarbonyl-2-(3-methoxybenzoyl)indole), C(=O)([O-])[O-].[K+].[K+] (K2CO3). Run in C(C)O (ethanol). Yields the product NC1=C(NC2=CC(=CC=C12)Cl)C(C1=CC(=CC=C1)OC)=O (3-Amino-6-chloro-2-(3-methoxybenzoyl)indole). Yield: 68.1%. RXN SMILES: [NH2:1][C:2]1[C:10]2[C:5](=[CH:6][C:7]([Cl:11])=[CH:8][CH:9]=2)[N:4](C(OCC)=O)[C:3]=1[C:17](=[O:26])[C:18]1[CH:23]=[CH:22][CH:21]=[C:20]([O:24][CH3:25])[CH:19]=1.C([O-])([O-])=O.[K+].[K+]>C(O)C>[NH2:1][C:2]1[C:10]2[C:5](=[CH:6][C:7]([Cl:11])=[CH:8][CH:9]=2)[NH:4][C:3]=1[C:17](=[O:26])[C:18]1[CH:23]=[CH:22][CH:21]=[C:20]([O:24][CH3:25])[CH:19]=1 |f:1.2.3|. Procedure details: A mixture of 3-amino-6-chloro-1-ethoxycarbonyl-2-(3-methoxybenzoyl)indole (step 1, 998 mg, 2.68 mmol) and K2CO3 (3.70 g, 26.8 mmol) in 70% aqueous ethanol (45 ml) was refluxed for 6.5 h and then cooled to room temperature. The mixture was concentrated to ca. 20 ml, diluted with ethyl acetate (150 ml), and the organic layer washed with water (50 ml×2) and dried (Na2SO4). After removal of solvent the residue was purified by flash chromatography eluting with ethyl acetate/hexane (1:4) to afford 549... The reactants are C(=C)C=1C=CC(=NC1)N1N=NN=C1 (5-ethenyl-2-(1H-tetrazol-1-yl)pyridine), BrN1C(CCC1=O)=O (N-bromosuccinimide), [OH-].[Na+] (sodium hydroxide). Product: O1C(C1)C=1C=CC(=NC1)N1N=NN=C1 (5-(Oxiran-2-yl)-2-(1H-tetrazol-1-yl)pyridine). Reaction conditions: temperature 40 celsius, time 1 hour. RXN SMILES: [CH:1]([C:3]1[CH:4]=[CH:5][C:6]([N:9]2[CH:13]=[N:12][N:11]=[N:10]2)=[N:7][CH:8]=1)=[CH2:2].BrN1C(=[O:20])CCC1=O.[OH-].[Na+]>O.CC(O)(C)C>[O:20]1[CH2:2][CH:1]1[C:3]1[CH:4]=[CH:5][C:6]([N:9]2[CH:13]=[N:12][N:11]=[N:10]2)=[N:7][CH:8]=1 |f:2.3|. Procedure details: A solution of 5-ethenyl-2-(1H-tetrazol-1-yl)pyridine (0.664 g, 3.83 mmol) in a 2:1 ratio of H2O:t-BuOH (30 mL) was treated with N-bromosuccinimide in portions over 5 minutes (0.751 g, 4.22 mmol, 1.1 equiv) and stirred at 40° C. for 1 hour. After cooling to 5° C., the reaction was basified with drop wise addition of solution of sodium hydroxide (0.46 g in 5 mL of H2O, 11.50 mmol, 3 equiv) and stirred for another 1 hour. The reaction mixture was poured into H2O (10 mL) and the product was precipit... Solvent: O (H2O), CC(C)(C)O (t-BuOH), O (H2O).